This data is from the Open Reaction Database (ORD), a public repository of structured organic reaction records. The task is: describe an organic reaction: reactants, conditions, products, and yield Reactants: Cl.NC1=CC=C(C=C1)N1CCC(CC1)=O (1-(4-Amino-phenyl)-piperidine-4-one hydrochloride), ClC1=C(OC2=C(C=C(C=C2Cl)S(=O)(=O)Cl)Cl)C=CC(=C1)[N+](=O)[O-] (4-(2-chloro-4-nitrophenoxy)-3,5-dichlorobenzenesulfonyl chloride), O[C@H](COC1=CC=CC=2NC(NC21)=O)CN ((S)-4-[2-hydroxy-3-aminopropoxy]-1,3-dihydro-2H-benzimidazol-2-one). Product: ClC=1C=C(C=C(C1OC1=C(C=C(C=C1)[N+](=O)[O-])Cl)Cl)S(=O)(=O)NC1=CC=C(C=C1)N1CCC(CC1)NC[C@@H](COC1=CC=CC=2NC(NC21)=O)O (3,5-Dichloro-4-(2-chloro-4-nitrophenoxy)-N-{4-[4-({(2S)-2-hydroxy-3-[(2-oxo-2,3-dihydro-1H-benzimidazol-4-yl)oxy]propyl}amino)-1-piperidineyl]phenyl}-benzenesulfonamide). Reaction SMILES: Cl.[NH2:2][C:3]1[CH:8]=[CH:7][C:6]([N:9]2[CH2:14][CH2:13][C:12](=O)[CH2:11][CH2:10]2)=[CH:5][CH:4]=1.[Cl:16][C:17]1[CH:35]=[C:34]([N+:36]([O-:38])=[O:37])[CH:33]=[CH:32][C:18]=1[O:19][C:20]1[C:25]([Cl:26])=[CH:24][C:23]([S:27](Cl)(=[O:29])=[O:28])=[CH:22][C:21]=1[Cl:31].[OH:39][C@@H:40]([CH2:53][NH2:54])[CH2:41][O:42][C:43]1[C:51]2[NH:50][C:49](=[O:52])[NH:48][C:47]=2[CH:46]=[CH:45][CH:44]=1>>[Cl:31][C:21]1[CH:22]=[C:23]([S:27]([NH:2][C:3]2[CH:8]=[CH:7][C:6]([N:9]3[CH2:14][CH2:13][CH:12]([NH:54][CH2:53][C@H:40]([OH:39])[CH2:41][O:42][C:43]4[C:51]5[NH:50][C:49](=[O:52])[NH:48][C:47]=5[CH:46]=[CH:45][CH:44]=4)[CH2:11][CH2:10]3)=[CH:5][CH:4]=2)(=[O:29])=[O:28])[CH:24]=[C:25]([Cl:26])[C:20]=1[O:19][C:18]1[CH:32]=[CH:33][C:34]([N+:36]([O-:38])=[O:37])=[CH:35][C:17]=1[Cl:16] |f:0.1|. Procedure details: The title compound was prepared from 1-(4-aminophenyl)-4-piperidone hydrochloride (which was obtained in Example 224), 4-(2-chloro-4-nitrophenoxy)-3,5-dichlorobenzenesulfonyl chloride, and (S)-4-[2-hydroxy-3-aminopropoxy]-1,3-dihydro-2H-benzimidazol-2-one (U.S. Pat. No. 5,786,356/1998) according to the procedure of Example 346; MS (ES) m/z: 777.2, 779.2 (MH+). Reactants: OCCC[C@@]1(CCN(C(O1)=O)[C@@H](C)C1=CC=C(C=C1)B1OC(C(O1)(C)C)(C)C)C1=CC=CC=C1 ((R)-6-(3-hydroxypropyl)-6-phenyl-3-((S)-1-(4-(4,4,5,5-tetramethyl-1,3,2-dioxaborolan-2-yl)phenyl)ethyl)-1,3-oxazinan-2-one), BrC1=CC(=NC(=C1)C)C (4-bromo-2,6-dimethylpyridine). The product is CC1=NC(=CC(=C1)C1=CC=C(C=C1)[C@H](C)N1C(O[C@](CC1)(C1=CC=CC=C1)CCCO)=O)C ((R)-3-((S)-1-(4-(2,6-dimethylpyridin-4-yl)phenyl)ethyl)-6-(3-hydroxypropyl)-6-phenyl-1,3-oxazinan-2-one). As a reaction SMILES: [OH:1][CH2:2][CH2:3][CH2:4][C@@:5]1([C:29]2[CH:34]=[CH:33][CH:32]=[CH:31][CH:30]=2)[O:10][C:9](=[O:11])[N:8]([C@H:12]([C:14]2[CH:19]=[CH:18][C:17](B3OC(C)(C)C(C)(C)O3)=[CH:16][CH:15]=2)[CH3:13])[CH2:7][CH2:6]1.Br[C:36]1[CH:41]=[C:40]([CH3:42])[N:39]=[C:38]([CH3:43])[CH:37]=1>>[CH3:42][C:40]1[CH:41]=[C:36]([C:17]2[CH:16]=[CH:15][C:14]([C@@H:12]([N:8]3[CH2:7][CH2:6][C@:5]([CH2:4][CH2:3][CH2:2][OH:1])([C:29]4[CH:34]=[CH:33][CH:32]=[CH:31][CH:30]=4)[O:10][C:9]3=[O:11])[CH3:13])=[CH:19][CH:18]=2)[CH:37]=[C:38]([CH3:43])[N:39]=1. Reported procedure: The title compound was prepared from (R)-6-(3-hydroxypropyl)-6-phenyl-3-((S)-1-(4-(4,4,5,5-tetramethyl-1,3,2-dioxaborolan-2-yl)phenyl)ethyl)-1,3-oxazinan-2-one and 4-bromo-2,6-dimethylpyridine following a procedure analogous to that described in Example 1 Step 2. LC-MS Method 2 tR=1.228, m/z=445; 1H NMR (CDCl3) 1.32 (m, 1H) 1.51 (d, 3H), 1.60-1.72 (m, 1H), 1.86-2.02 (m, 2H), 2.19 (m, 1H), 2.25-2.39 (m, 2H), 2.79 (s, 6H), 2.93 (m, 1H), 3.50 (t, 2H), 5.64 (m, 1H), 7.00 (d, 2H), 7.21 (m, 2H), 7.29 ... The reactants are ClCC(=O)Cl (chloroacetyl chloride), C(CCC)OC(CNCC1OCC(C(O1)C)C)OCCCC (N-(2,2-Dibutoxyethyl)-N-(4,5-dimethyl-1,3-dioxan-2-ylmethyl)amine), C1=CC=CC=C1 (benzene), C([O-])([O-])=O.[Na+].[Na+] (sodium carbonate). Run in O (water). Yields the product C(CCC)OC(CN(C(CCl)=O)CC1OCC(C(O1)C)C)OCCCC (N-(2,2-dibutoxyethyl)-N-(4,5-dimethyl-1,3-dioxan-2-ylmethyl)-α-chloroacetamide). RXN SMILES: [CH2:1]([O:5][CH:6]([O:18][CH2:19][CH2:20][CH2:21][CH3:22])[CH2:7][NH:8][CH2:9][CH:10]1[O:15][CH:14]([CH3:16])[CH:13]([CH3:17])[CH2:12][O:11]1)[CH2:2][CH2:3][CH3:4].C1C=CC=CC=1.C(=O)([O-])[O-].[Na+].[Na+].[Cl:35][CH2:36][C:37](Cl)=[O:38]>O>[CH2:19]([O:18][CH:6]([O:5][CH2:1][CH2:2][CH2:3][CH3:4])[CH2:7][N:8]([CH2:9][CH:10]1[O:15][CH:14]([CH3:16])[CH:13]([CH3:17])[CH2:12][O:11]1)[C:37](=[O:38])[CH2:36][Cl:35])[CH2:20][CH2:21][CH3:22] |f:2.3.4|. Procedure: N-(2,2-Dibutoxyethyl)-N-(4,5-dimethyl-1,3-dioxan-2-ylmethyl)amine (0.05 mole), benzene (100 ml), water (100 ml) and sodium carbonate (2 grams) are charged into a glass reaction vessel equipped with a mechanical stirrer and thermometer. The reaction mixture is cooled to a temperature of from 5° to 10° C and chloroacetyl chloride (0.05 mole) is added dropwise with stirring. After the addition is completed stirring is continued until the reaction mixture has reached room temperature. After this tim... Reactants: OBO, COCCOC, COc1cccc(OC(F)(F)F)c1, Cc1cc([N+](=O)[O-])cnc1Cl, [K+], [K+], O=C([O-])[O-], O, c1ccc(P(c2ccccc2)(c2ccccc2)[Pd](P(c2ccccc2)(c2ccccc2)c2ccccc2)(P(c2ccccc2)(c2ccccc2)c2ccccc2)P(c2ccccc2)(c2ccccc2)c2ccccc2)cc1. Yields the product COc1cc(OC(F)(F)F)ccc1-c1ncc([N+](=O)[O-])cc1C. Reaction SMILES: [BH:1]([OH:2])[OH:3].[CH3:35][O:36][CH2:37][CH2:38][O:39][CH3:40].[CH3:4][O:5][c:6]1[cH:7][cH:8][cH:9][c:10]([O:12][C:13]([F:14])([F:15])[F:16])[cH:11]1.[Cl:24][c:25]1[n:26][cH:27][c:28]([N+:32](=[O:33])[O-:34])[cH:29][c:30]1[CH3:31].[K+:17].[K+:18].[O-:19][C:20]([O-:21])=[O:22].[OH2:23].[cH:41]1[cH:42][cH:43][c:44]([P:45]([Pd:46]([P:47]([c:48]2[cH:49][cH:50][cH:51][cH:52][cH:53]2)([c:54]2[cH:55][cH:56][cH:57][cH:58][cH:59]2)[c:60]2[cH:61][cH:62][cH:63][cH:64][cH:65]2)([P:66]([c:67]2[cH:68][cH:69][cH:70][cH:71][cH:72]2)([c:73]2[cH:74][cH:75][cH:76][cH:77][cH:78]2)[c:79]2[cH:80][cH:81][cH:82][cH:83][cH:84]2)[P:85]([c:86]2[cH:87][cH:88][cH:89][cH:90][cH:91]2)([c:92]2[cH:93][cH:94][cH:95][cH:96][cH:97]2)[c:98]2[cH:99][cH:100][cH:101][cH:102][cH:103]2)([c:104]2[cH:105][cH:106][cH:107][cH:108][cH:109]2)[c:110]2[cH:111][cH:112][cH:113][cH:114][cH:115]2)[cH:116][cH:117]1>>[CH3:4][O:5][c:6]1[c:7](-[c:25]2[n:26][cH:27][c:28]([N+:32](=[O:33])[O-:34])[cH:29][c:30]2[CH3:31])[cH:8][cH:9][c:10]([O:12][C:13]([F:14])([F:15])[F:16])[cH:11]1. Reactants: C(C1=CC=CC=C1)OC=1C=C(C=O)C=CC1 (3-benzyloxy-benzaldehyde), CC(=O)C (acetone), Ba(OH)2. Solvent: CCO (EtOH). The product is C(C1=CC=CC=C1)OC=1C=C(C=CC1)C=CC(C=CC1=CC(=CC=C1)OCC1=CC=CC=C1)=O (1,5-Bis-(3-benzyloxy-phenyl)-penta-1,4-dien-3-one). RXN SMILES: [CH2:1]([O:8][C:9]1[CH:10]=[C:11]([CH:14]=[CH:15][CH:16]=1)[CH:12]=O)[C:2]1[CH:7]=[CH:6][CH:5]=[CH:4][CH:3]=1.[CH3:17][C:18]([CH3:20])=[O:19]>CCO>[CH2:1]([O:8][C:9]1[CH:10]=[C:11]([CH:12]=[CH:10][C:9](=[O:8])[CH:16]=[CH:15][C:14]2[CH:11]=[CH:12][CH:20]=[C:18]([O:19][CH2:1][C:2]3[CH:3]=[CH:4][CH:5]=[CH:6][CH:7]=3)[CH:17]=2)[CH:14]=[CH:15][CH:16]=1)[C:2]1[CH:7]=[CH:6][CH:5]=[CH:4][CH:3]=1. Reported procedure: The title compound was prepared as described in General Method 2 using 5.03 g (23.7 mmol) of 3-benzyloxy-benzaldehyde, 150 mL of EtOH, 0.65 mL (11.2 mmol) of acetone, and 0.31 g of Ba(OH)2.(H2O)8. The mixture was heated at room temperature overnight and filtered to give the title compound. 1H NMR (CDCl3) δ 5.08 (s, 4 H), 7.03-7.07 (m, 4 H), 7.22-7.47 (m, 16 H), 7.69 (d, 2 H).